From a dataset of the Open Reaction Database (ORD), a public repository of structured organic reaction records. describe an organic reaction: reactants, conditions, products, and yield Procedure: 10.2 g of N,N-diisopropyl-3-phenylprop-2-en-1-amine, is added 20.5 g p-cresol and 15.8 g methanesulfonic acid and heated to 130° C. for 6 hours. Chromatography shows disappearance of the peak corresponding N,N-diisopropyl-3-phenylprop-2-en-1-amine, and a fine peak at the retention time of 3-(2-hydroxy-5-methylphenyl)-N,N-diisopropyl-3-phenylpropylamine. From the reaction mixture the (+)-(R)-3-(2-hydroxy-5-methylphenyl)-N,N-diisopropyl-3-phenylpropylamine is isolated as follows: Water and toluene... Reaction conditions: temperature 130 celsius. Isolated yield 85.0%. The product is OC1=C(C=C(C=C1)C)[C@H](CCN(C(C)C)C(C)C)C1=CC=CC=C1 ((+)-(R)-3-(2-hydroxy-5-methylphenyl)-N,N-diisopropyl-3-phenylpropylamine). Reactants: C(C)(C)N(CC=CC1=CC=CC=C1)C(C)C (N,N-diisopropyl-3-phenylprop-2-en-1-amine), C1=CC(=CC=C1O)C (p-cresol), CS(=O)(=O)O (methanesulfonic acid), C(C)(C)N(CC=CC1=CC=CC=C1)C(C)C (N,N-diisopropyl-3-phenylprop-2-en-1-amine), OC1=C(C=C(C=C1)C)C(CCN(C(C)C)C(C)C)C1=CC=CC=C1 (3-(2-hydroxy-5-methylphenyl)-N,N-diisopropyl-3-phenylpropylamine). As a reaction SMILES: C(N(C(C)C)CC=CC1C=CC=CC=1)(C)C.C1C(O)=CC=C(C)C=1.CS(O)(=O)=O.[OH:30][C:31]1[CH:36]=[CH:35][C:34]([CH3:37])=[CH:33][C:32]=1[CH:38]([C:48]1[CH:53]=[CH:52][CH:51]=[CH:50][CH:49]=1)[CH2:39][CH2:40][N:41]([CH:45]([CH3:47])[CH3:46])[CH:42]([CH3:44])[CH3:43]>>[OH:30][C:31]1[CH:36]=[CH:35][C:34]([CH3:37])=[CH:33][C:32]=1[C@@H:38]([C:48]1[CH:49]=[CH:50][CH:51]=[CH:52][CH:53]=1)[CH2:39][CH2:40][N:41]([CH:45]([CH3:47])[CH3:46])[CH:42]([CH3:43])[CH3:44]. The reactants are N1=C(C=CC2=CC=CC=C12)COC1=CC=C(C=C1)O (4-(2-quinolinylmethyloxy)phenol), BrCC1=CC=CC=2N=C(OC21)C(=O)OCC (ethyl 7-bromomethylbenzoxazole-2-carboxylate), C([O-])([O-])=O.[K+].[K+] (potassium carbonate). Solvent: CC(=O)C (acetone), C(C)OC(C)=O (ethylacetate). Yields the product N1=C(C=CC2=CC=CC=C12)COC1=CC=C(OCC2=CC=CC=3N=C(OC32)C(=O)OCC)C=C1 (ethyl 7-(4-(quinolin-2-ylmethoxy)phenoxymethyl)benzoxazole-2-carboxylate). As a reaction SMILES: [N:1]1[C:10]2[C:5](=[CH:6][CH:7]=[CH:8][CH:9]=2)[CH:4]=[CH:3][C:2]=1[CH2:11][O:12][C:13]1[CH:18]=[CH:17][C:16]([OH:19])=[CH:15][CH:14]=1.Br[CH2:21][C:22]1[C:30]2[O:29][C:28]([C:31]([O:33][CH2:34][CH3:35])=[O:32])=[N:27][C:26]=2[CH:25]=[CH:24][CH:23]=1.C(=O)([O-])[O-].[K+].[K+]>CC(C)=O.C(OC(=O)C)C>[N:1]1[C:10]2[C:5](=[CH:6][CH:7]=[CH:8][CH:9]=2)[CH:4]=[CH:3][C:2]=1[CH2:11][O:12][C:13]1[CH:14]=[CH:15][C:16]([O:19][CH2:21][C:22]2[C:30]3[O:29][C:28]([C:31]([O:33][CH2:34][CH3:35])=[O:32])=[N:27][C:26]=3[CH:25]=[CH:24][CH:23]=2)=[CH:17][CH:18]=1 |f:2.3.4|. Procedure: 1.8 g of 4-(2-quinolinylmethyloxy)phenol, 1.98 g of ethyl 7-bromomethylbenzoxazole-2-carboxylate and 1.0 g of potassium carbonate are combined in 100 ml of acetone and refluxed for 18 hours. The mixture is cooled, diluted with ethylacetate and filtered. The filtrate is concentrated and the crude product purified by flash chromatography on silica gel in 5% ethanol in chloroform/hexane (1:1) to give ethyl 7-(4-(quinolin-2-ylmethoxy)phenoxymethyl)benzoxazole-2-carboxylate. Reactants: CSC=1SC(=CC1)C=O (2-methylmercaptothiophen-5-carboxaldehyde), FC(C1=CC=C(C=C1)S(=O)(=O)CC#N)(F)F (4-trifluoromethylphenylsulfonylacetonitrile). The product is CSC=1SC(=CC1)/C=C(\C#N)/S(=O)(=O)C1=CC=C(C=C1)C(F)(F)F ((E)-3-(2-methylmercaptothien-5-yl)-2-[4-(trifluoromethyl)phenylsulfonyl]acrylonitrile). As a reaction SMILES: [CH3:1][S:2][C:3]1[S:4][C:5]([CH:8]=O)=[CH:6][CH:7]=1.[F:10][C:11]([F:25])([F:24])[C:12]1[CH:17]=[CH:16][C:15]([S:18]([CH2:21][C:22]#[N:23])(=[O:20])=[O:19])=[CH:14][CH:13]=1>>[CH3:1][S:2][C:3]1[S:4][C:5](/[CH:8]=[C:21](/[S:18]([C:15]2[CH:14]=[CH:13][C:12]([C:11]([F:25])([F:10])[F:24])=[CH:17][CH:16]=2)(=[O:20])=[O:19])\[C:22]#[N:23])=[CH:6][CH:7]=1. Procedure: Reaction of 2-methylmercaptothiophen-5-carboxaldehyde and 4-trifluoromethylphenylsulfonylacetonitrile as in Example 1 gave (E)-3-(2-methylmercaptothien-5-yl)-2-[4-(trifluoromethyl)phenylsulfonyl]acrylonitrile Reactants: FC1=C(C=O)C=CC(=C1F)F (2,3,4-trifluorobenzaldehyde), NN (hydrazine). The solvent is O1CCOCC1 (1,4-dioxane). Reaction conditions: temperature 150 celsius. Yields the product FC1=CC=C2C=NNC2=C1F (6,7-difluoro-1H-indazole). The yield is 45.8%. As a reaction SMILES: F[C:2]1[C:9]([F:10])=[C:8]([F:11])[CH:7]=[CH:6][C:3]=1[CH:4]=O.[NH2:12][NH2:13]>O1CCOCC1>[F:11][C:8]1[C:9]([F:10])=[C:2]2[C:3]([CH:4]=[N:12][NH:13]2)=[CH:6][CH:7]=1. Procedure: In a microwave vial 2,3,4-trifluorobenzaldehyde (1.5 g, 9.4 mmol) was dissolved in 1,4-dioxane (6 mL) and hydrazine (6 mL, 191 mmol) was added. The vial was sealed and heated under microwave irradiation at 150° C. for 30 min. The reaction was quenched with water and extracted with EtOAc. The organic layer was washed with brine then dried over MgSO4 and concentrated. The residue was purified by silica gel chromatography with 20% to 50% EtOAc/heptane to provide 664 mg (46%) of 6,7-difluoro-1H-inda... Reactants: BrC1=C2CCN(CC2=C(C(=C1)[N+](=O)[O-])N)CCCC1=CC=CC=C1 (5-Bromo-1,2,3,4-tetrahydro-7-nitro-2-(3-phenylpropyl)-8-isoquinolinamine). The reagents and catalysts are [Ni] (RaNi). Solvent: C1CCOC1 (THF). The product is BrC1=C2CCN(CC2=C(C(=C1)N)N)CCCC1=CC=CC=C1 (5-Bromo-1,2,3,4-tetrahydro-2-(3-phenylpropyl)-7,8-isoquinolinediamine). Yield: 96.5%. Reaction SMILES: [Br:1][C:2]1[CH:11]=[C:10]([N+:12]([O-])=O)[C:9]([NH2:15])=[C:8]2[C:3]=1[CH2:4][CH2:5][N:6]([CH2:16][CH2:17][CH2:18][C:19]1[CH:24]=[CH:23][CH:22]=[CH:21][CH:20]=1)[CH2:7]2>C1COCC1.[Ni]>[Br:1][C:2]1[CH:11]=[C:10]([NH2:12])[C:9]([NH2:15])=[C:8]2[C:3]=1[CH2:4][CH2:5][N:6]([CH2:16][CH2:17][CH2:18][C:19]1[CH:24]=[CH:23][CH:22]=[CH:21][CH:20]=1)[CH2:7]2. Reported procedure: A solution of the product from Example 12 (1.1 g, 2.82 mmol) in THF (80 mL) was stirred over RaNi under a hydrogen balloon for 19 hours. The catalyst was filtered off and concentrated under vacuum to give the title compound (0.98 g, 96% yield) as a dark brown oil.